This data is from the Open Reaction Database (ORD), a public repository of structured organic reaction records. The task is: describe an organic reaction: reactants, conditions, products, and yield Starting materials: ClCCl, CC(C)(C)OC(=O)N1CCC(c2cc(-c3ccc4cn(Cc5ccccc5)nc4c3)c3c(N)ncnn23)C1, O=C(O)C(F)(F)F. Product: Nc1ncnn2c(C3CCNC3)cc(-c3ccc4cn(Cc5ccccc5)nc4c3)c12. Reaction SMILES: [Cl:46][CH2:47][Cl:48].[NH2:1][c:2]1[n:3][cH:4][n:5][n:6]2[c:7]1[c:8](-[c:23]1[cH:24][cH:25][c:26]3[cH:27][n:28]([CH2:32][c:33]4[cH:34][cH:35][cH:36][cH:37][cH:38]4)[n:29][c:30]3[cH:31]1)[cH:9][c:10]2[CH:11]1[CH2:12][N:13]([C:16]([O:17][C:18]([CH3:19])([CH3:20])[CH3:21])=[O:22])[CH2:14][CH2:15]1.[OH:39][C:40]([C:41]([F:42])([F:43])[F:44])=[O:45]>>[NH2:1][c:2]1[n:3][cH:4][n:5][n:6]2[c:7]1[c:8](-[c:23]1[cH:24][cH:25][c:26]3[cH:27][n:28]([CH2:32][c:33]4[cH:34][cH:35][cH:36][cH:37][cH:38]4)[n:29][c:30]3[cH:31]1)[cH:9][c:10]2[CH:11]1[CH2:12][NH:13][CH2:14][CH2:15]1. Reactants: C(C1=CC=CC=C1)N1[C@H](CN(CC1)CC1=CC=CC=C1)C=C ((S)-1,4-dibenzyl-2-vinyl-piperazine), C12CCCC(CCC1)B2 (9-borabicyclo[3.3.1]nonane), IC1=CC(=CC=C1)OC (1-iodo-3-methoxy-benzene), C1(=CC=CC=C1)P(C1=CC=CC=C1)C1=CC=CC=C1 (triphenylphosphine), [OH-].[Na+] (NaOH), C(O)CN (ethanolamine). The reagents and catalysts are [Pd].C1(=CC=CC=C1)P(C1=CC=CC=C1)C1=CC=CC=C1.C1(=CC=CC=C1)P(C1=CC=CC=C1)C1=CC=CC=C1.C1(=CC=CC=C1)P(C1=CC=CC=C1)C1=CC=CC=C1.C1(=CC=CC=C1)P(C1=CC=CC=C1)C1=CC=CC=C1 (tetrakis(triphenylphosphine) palladium(0)). The solvent is C(C)(=O)O.CO (acetic acid methanol), O (water). Conditions: temperature 60 celsius, time 6 hour. Yields the product C(C1=CC=CC=C1)N1[C@H](CN(CC1)CC1=CC=CC=C1)CCC1=CC(=CC=C1)OC ((S)-1,4-Dibenzyl-2-(2-(3-methoxy-phenyl)-ethyl)-piperazine). Reaction SMILES: [CH2:1]([N:8]1[CH2:13][CH2:12][N:11]([CH2:14][C:15]2[CH:20]=[CH:19][CH:18]=[CH:17][CH:16]=2)[CH2:10][C@@H:9]1[CH:21]=[CH2:22])[C:2]1[CH:7]=[CH:6][CH:5]=[CH:4][CH:3]=1.C12BC(CCC1)CCC2.I[C:33]1[CH:38]=[CH:37][CH:36]=[C:35]([O:39][CH3:40])[CH:34]=1.C1(P(C2C=CC=CC=2)C2C=CC=CC=2)C=CC=CC=1.[OH-].[Na+].C(CN)O>O.C(O)(=O)C.CO.[Pd].C1(P(C2C=CC=CC=2)C2C=CC=CC=2)C=CC=CC=1.C1(P(C2C=CC=CC=2)C2C=CC=CC=2)C=CC=CC=1.C1(P(C2C=CC=CC=2)C2C=CC=CC=2)C=CC=CC=1.C1(P(C2C=CC=CC=2)C2C=CC=CC=2)C=CC=CC=1>[CH2:1]([N:8]1[CH2:13][CH2:12][N:11]([CH2:14][C:15]2[CH:20]=[CH:19][CH:18]=[CH:17][CH:16]=2)[CH2:10][C@@H:9]1[CH2:21][CH2:22][C:33]1[CH:38]=[CH:37][CH:36]=[C:35]([O:39][CH3:40])[CH:34]=1)[C:2]1[CH:3]=[CH:4][CH:5]=[CH:6][CH:7]=1 |f:4.5,8.9,10.11.12.13.14|. Reported procedure: Combine (S)-1,4-dibenzyl-2-vinyl-piperazine (2.0 g, 6.84 mmol) and 9-borabicyclo[3.3.1]nonane (82.1 mL, 41.04 mmol, 0.5 M in THF) and stir at ambient temperature. After 6 hours and 30 minutes, add 1-iodo-3-methoxy-benzene (2.4 g, 10.26 mmol), triphenylphosphine (287.0 mg, 1.09 mmol), tetrakis(triphenylphosphine) palladium(0)(158.0 mg, 0.14 mmol), and 3N NaOH (5.6 mL) and stir at 60° C. After 22 hours, add ethanolamine (10.0 ml) and dilute the mixture with water. Extract with ethyl acetate and co...